This data is from the Open Reaction Database (ORD), a public repository of structured organic reaction records. The task is: describe an organic reaction: reactants, conditions, products, and yield The reactants are aqueous solution, [H-].[Na+] (sodium hydride), NC1=C2C(=NC=3CCCCC13)SC=C2C (4-amino-3-methyl-5,6,7,8-tetrahydrothieno[2,3-b]quinoline), O=C1N(CCC1)CC(=O)OC (methyl 2-oxo-1-pyrrolidine acetate), [Cl-].[NH4+] (ammonium chloride). The solvent is CN1C(CCC1)=O (N-methylpyrrolidone). Run at temperature 50 celsius, time 40 minute. Yields the product O=C1N(CCC1)CC(=O)NC1=C2C(=NC=3CCCCC13)SC=C2C (2-(2-oxopyrrolidin-1-yl)-N-(3-methyl-5,6,7,8-tetrahydrothieno[2,3-b]quinolin-4-yl) acetamide). As a reaction SMILES: [H-].[Na+].[NH2:3][C:4]1[C:13]2[CH2:12][CH2:11][CH2:10][CH2:9][C:8]=2[N:7]=[C:6]2[S:14][CH:15]=[C:16]([CH3:17])[C:5]=12.[O:18]=[C:19]1[CH2:23][CH2:22][CH2:21][N:20]1[CH2:24][C:25](OC)=[O:26].[Cl-].[NH4+]>CN1CCCC1=O>[O:18]=[C:19]1[CH2:23][CH2:22][CH2:21][N:20]1[CH2:24][C:25]([NH:3][C:4]1[C:13]2[CH2:12][CH2:11][CH2:10][CH2:9][C:8]=2[N:7]=[C:6]2[S:14][CH:15]=[C:16]([CH3:17])[C:5]=12)=[O:26] |f:0.1,4.5|. Procedure details: Into a suspension of 1.26 g of sodium hydride (60% content) in 15 ml of N-methylpyrrolidone, was added 3.28 g of 4-amino-3-methyl-5,6,7,8-tetrahydrothieno[2,3-b]quinoline at room temperature. The mixture was heated to 50° C. and stirred for 40 minutes. Thereafter, 4.72 g of methyl 2-oxo-1-pyrrolidine acetate was added dropwise to the mixture at 50° C. over a period of 30 minutes. After the stirrng at 50° C. for 20 minutes, the mixture was cooled to 15° C. and poured into 130 ml aqueous solution ... The reactants are CC(C)CC(C(=O)N1CCN(c2ccccn2)CC1)C1OC(C)(C)OC1=O, CC(C)O, NO. Yields the product CC(C)CC(C(=O)N1CCN(c2ccccn2)CC1)C(O)C(=O)NO. As a reaction SMILES: [CH3:1][C:2]1([CH3:7])[O:3][CH:4]([CH:8]([CH2:9][CH:10]([CH3:11])[CH3:12])[C:13](=[O:14])[N:15]2[CH2:16][CH2:17][N:18]([c:21]3[n:22][cH:23][cH:24][cH:25][cH:26]3)[CH2:19][CH2:20]2)[C:5](=[O:27])[O:6]1.[CH:30]([OH:31])([CH3:32])[CH3:33].[NH2:28][OH:29]>>[OH:3][CH:4]([C:5](=[O:6])[NH:28][OH:29])[CH:8]([CH2:9][CH:10]([CH3:11])[CH3:12])[C:13](=[O:14])[N:15]1[CH2:16][CH2:17][N:18]([c:21]2[n:22][cH:23][cH:24][cH:25][cH:26]2)[CH2:19][CH2:20]1.